Dataset: the Open Reaction Database (ORD), a public repository of structured organic reaction records. Task: describe an organic reaction: reactants, conditions, products, and yield Starting materials: [H-].[Na+] (Sodium hydride), BrC1=C(NC2=C1N=C(N=C2Cl)C)C (7-Bromo-4-chloro-2,6-dimethyl-5H-pyrrolo[3,2-d]pyrimidine), C[Si](CCOCCl)(C)C (2-(trimethylsilyl)ethoxymethylchloride), CS(=O)C (DMSO). Solvent: water ice, ClCCl (dichloromethane), CN(C)C=O (DMF), CN(C)C=O (DMF). Run at time 1 hour. Product: BrC1=C(N(C2=C1N=C(N=C2Cl)C)COCC[Si](C)(C)C)C (7-Bromo-4-chloro-2,6-dimethyl-5-{[2-(trimethylsilyl)ethoxy]methyl}-5H-pyrrolo[3,2-d]pyrimidine). RXN SMILES: [H-].[Na+].CS(C)=O.[Br:7][C:8]1[C:12]2[N:13]=[C:14]([CH3:18])[N:15]=[C:16]([Cl:17])[C:11]=2[NH:10][C:9]=1[CH3:19].[CH3:20][Si:21]([CH3:28])([CH3:27])[CH2:22][CH2:23][O:24][CH2:25]Cl>CN(C=O)C.ClCCl>[Br:7][C:8]1[C:12]2[N:13]=[C:14]([CH3:18])[N:15]=[C:16]([Cl:17])[C:11]=2[N:10]([CH2:25][O:24][CH2:23][CH2:22][Si:21]([CH3:28])([CH3:27])[CH3:20])[C:9]=1[CH3:19] |f:0.1|. Procedure: Sodium hydride (1.82 g; 45.60 mmol; 60% in oil, washed with hexane), is suspended in dry DMF (125 mL) and dry DMSO (25 mL). To the stirring suspension 7-Bromo-4-chloro-2,6-dimethyl-5H-pyrrolo[3,2-d]pyrimidine from example A8 (10.00 g; 38.00 mmol) dissolved in dry DMF (125 mL) is added dropwise within 30 minutes at ambient temperature. After complete addition the reaction mixture is stirred for one hour at ambient temperature. To the resulting solution 2-(trimethylsilyl)ethoxymethylchloride (8.74... Reactants: C1(=C(C(=C(C(=C1F)F)F)N)F)N.Cl.Cl (dihydrochloride), [N+](=O)([O-])C1=CC=C(C=C1)NCCC=1SC=CC1 (N-(4-nitrophenyl)-N-(2-thien-2-ylethyl)amine). The reagents and catalysts are [Zn].[Cl-].[NH4+].O.C(C)O (zinc ammonium chloride water ethanol). Product: Cl.Cl.S1C(=CC=C1)CCNC1=CC=C(C=C1)N (N-(2-thiophen-2-ylethyl)benzene-1,4-diamine dihydrochloride). As a reaction SMILES: [N+:1]([C:4]1[CH:9]=[CH:8][C:7]([NH:10][CH2:11][CH2:12][C:13]2[S:14][CH:15]=[CH:16][CH:17]=2)=[CH:6][CH:5]=1)([O-])=O.C1(N)C(F)=C(F)C(F)=C(N)C=1F.[ClH:30].Cl>[Zn].[Cl-].[NH4+].O.C(O)C>[ClH:30].[ClH:30].[S:14]1[CH:15]=[CH:16][CH:17]=[C:13]1[CH2:12][CH2:11][NH:10][C:7]1[CH:6]=[CH:5][C:4]([NH2:1])=[CH:9][CH:8]=1 |f:1.2.3,4.5.6.7.8,9.10.11|. Procedure: The N-(4-nitrophenyl)-N-(2-thien-2-ylethyl)amine (1) obtained above was reduced with a boiling zinc/ammonium chloride/water/ethanol mixture. The corresponding amine was isolated in dihydrochloride form. The reactants are CCN=C=NCCCN(C)C, CN(C)C, CN(C)C=O, CCOC(C)=O, NC1CC1, O=C(O)c1cccc(-c2csc3cnc(Cl)nc23)c1, Oc1cccc2[nH]nnc12. Product: O=C(NC1CC1)c1cccc(-c2csc3cnc(Cl)nc23)c1. As a reaction SMILES: [CH2:24]([N:25]=[C:26]=[N:27][CH2:28][CH2:29][CH2:30][N:31]([CH3:32])[CH3:33])[CH3:34].[CH3:45][N:46]([CH3:47])[CH3:48].[CH3:49][N:50]([CH3:51])[CH:52]=[O:53].[CH3:54][CH2:55][O:56][C:57](=[O:58])[CH3:59].[CH:20]1([NH2:23])[CH2:21][CH2:22]1.[Cl:1][c:2]1[n:3][cH:4][c:5]2[c:6]([n:7]1)[c:8](-[c:11]1[cH:12][c:13]([C:14](=[O:15])[OH:16])[cH:17][cH:18][cH:19]1)[cH:9][s:10]2.[OH:35][c:36]1[c:37]2[n:38][n:39][nH:40][c:41]2[cH:42][cH:43][cH:44]1>>[Cl:1][c:2]1[n:3][cH:4][c:5]2[c:6]([n:7]1)[c:8](-[c:11]1[cH:12][c:13]([C:14](=[O:16])[NH:23][CH:20]3[CH2:21][CH2:22]3)[cH:17][cH:18][cH:19]1)[cH:9][s:10]2. Reactants: CC1(NC2=CC=CC=C2C=C1)C (1,2-Dihydro-2,2-dimethylquinoline), C1CCOC1 (THF), 2-ethyl-1-pentyn-3-yl(phenyl)amine, CCOC(=O)C (EtOAc). Reagents/catalysts: Cl[Cu] (CuCl). Solvent: hexanes. Yields the product C(C)C1(NC2=CC=CC=C2C=C1)CC (2,2-diethyl-1,2-dihydroquinoline). Isolated yield 50.0%. As a reaction SMILES: C[C:2]1([CH3:12])[CH:11]=[CH:10][C:9]2[C:4](=[CH:5][CH:6]=[CH:7][CH:8]=2)[NH:3]1.CCO[C:16]([CH3:18])=O.[CH2:19]1COCC1>Cl[Cu]>[CH2:12]([C:2]1([CH2:16][CH3:18])[CH:11]=[CH:10][C:9]2[C:4](=[CH:5][CH:6]=[CH:7][CH:8]=2)[NH:3]1)[CH3:19]. Procedure: This compound was prepared in a manner similar to that described for 1,2-Dihydro-2,2-dimethylquinoline (structure 17 of Scheme III, where R1 =R2 =Me) from 2-ethyl-1-pentyn-3-yl(phenyl)amine (3.00 g, 16.0 mmol) and CuCl (0.190 g, 1.92 mmol) in THF to afford 1.51 g (50%) of 2,2-diethyl-1,2-dihydroquinoline after flash chromatography (hexanes:EtOAc, 16:1). Data for 2,2-diethyl-1,2-dihydroquinoline: Rf 0.44 (16:1 hexanes:EtOAc; 1H NMR (400 MHz, CDCl3) 6.85-6.95 (m, 1H), 6.81 (d, J=7.3, 1H), 6.48 (t,... Reactants: COC1=NC=CC=C1NC1=C(N=CS1)C(=O)O (5-(2-methoxy-pyridin-3-ylamino)-thiazole-4-carboxylic acid), CC1=CC=CC(=N1)N (6-methyl-pyridin-2-ylamine), COC1=NC=CC=C1N (2-methoxy-pyridin-3-ylamine). Product: N(=C=S)C=1C(=NC=CC1)OC (3-Isothiocyanato-2-methoxy-pyridine). As a reaction SMILES: [CH3:1][O:2][C:3]1[C:8]([NH:9][C:10]2[S:14]C=NC=2C(O)=O)=[CH:7][CH:6]=[CH:5][N:4]=1.CC1N=C(N)C=CC=1.COC1C(N)=CC=CN=1>>[N:9]([C:8]1[C:3]([O:2][CH3:1])=[N:4][CH:5]=[CH:6][CH:7]=1)=[C:10]=[S:14]. Procedure: The title compound, MS (ISP): m/e=342.1 (M+H+), was prepared as for example 1, steps A to C. Step A was performed using 3-isothiocyanato-2-methoxy-pyridine and yielded 5-(2-methoxy-pyridin-3-ylamino)-thiazole-4-carboxylic acid ethyl ester. This was hydrolized in step B to 5-(2-methoxy-pyridin-3-ylamino)-thiazole-4-carboxylic acid, which was reacted with 6-methyl-pyridin-2-ylamine in step C. 3-Isothiocyanato-2-methoxy-pyridine was prepared as in example 96, starting from 2-methoxy-pyridin-3-ylami... Reaction SMILES: [CH3:1][CH:2]([C:7]([O:9][CH3:10])=[O:8])[C:3]([O:5][CH3:6])=[O:4].[Cl:11]C(Cl)(Cl)Cl>[F-].C([N+](CCCC)(CCCC)CCCC)CCC>[Cl:11][C:2]([CH3:1])([C:7]([O:9][CH3:10])=[O:8])[C:3]([O:5][CH3:6])=[O:4] |f:2.3|. Yields the product ClC(C(=O)OC)(C(=O)OC)C (dimethyl α-chloro-α-methylmalonate). Reported procedure: In a 10 mL round-bottom flask, a mixture of 1.46 g dimethyl methylmalonate (10 mmol), 1.69 g tetrachloromethane (11 mmol), and 63 mg tetra-n-butylammonium fluoride (0.2 mmol) was mixed by a magnetic stirrer for 15 min at 24° C. Gas chromatographic analysis of the product mixture showed that the solution contained 1.14 g of dimethyl α-chloro-α-methylmalonate (63% yield). The yield is 63.1%. Starting materials: CC(C(=O)OC)C(=O)OC (dimethyl methylmalonate), ClC(Cl)(Cl)Cl (tetrachloromethane). The reagents and catalysts are [F-].C(CCC)[N+](CCCC)(CCCC)CCCC (tetra-n-butylammonium fluoride). Starting materials: C(C1=CC=CC=C1)OC1=C(C=CC(=C1)OCC1=CC=CC=C1)C1=C(C=CC(=C1)OC)F (2,4-bis(benzyloxy)-2′-fluoro-5′-methoxy-1,1′-biphenyl). Reagents/catalysts: [Pd] (palladium-activated carbon). Solvent: C1CCOC1 (THF). Reaction conditions: time 2 hour. Product: FC1=C(C=C(C=C1)OC)C=1C(=CC(=CC1)O)O (2′-fluoro-5′-methoxy-[1,1′-biphenyl]-2,4-diol). The yield is 161.4%. Reaction SMILES: C([O:8][C:9]1[CH:14]=[C:13]([O:15]CC2C=CC=CC=2)[CH:12]=[CH:11][C:10]=1[C:23]1[CH:28]=[C:27]([O:29][CH3:30])[CH:26]=[CH:25][C:24]=1[F:31])C1C=CC=CC=1>C1COCC1.[Pd]>[F:31][C:24]1[CH:25]=[CH:26][C:27]([O:29][CH3:30])=[CH:28][C:23]=1[C:10]1[C:9]([OH:8])=[CH:14][C:13]([OH:15])=[CH:12][CH:11]=1. Procedure details: To a solution of 2,4-bis(benzyloxy)-2′-fluoro-5′-methoxy-1,1′-biphenyl (23.9 g) in THF (300 mL) was added 10% palladium-activated carbon (9.60 g) and, under a hydrogen atmosphere, the mixture was stirred at room temperature for 2 hr. The reaction mixture was filtered through celite, and the filtrate was concentrated under reduced pressure to give the title compound (21.8 g) as a colorless crude oil. This compound was used for the next step without further purification. Starting materials: C1(=CC=CC=C1)C(N1CC(C1)N1C(CN(CC1)C(=O)C1=CC=CC=C1)CO)C1=CC=CC=C1 ({1-[1-(Diphenylmethyl)azetidin-3-yl]-4-(phenylcarbonyl)piperazin-2-yl}methanol), Cl (HCl). Run in CCO (EtOH). Conditions: time 14 hour. The product is N1CC(C1)N1C(CN(CC1)C(=O)C1=CC=CC=C1)CO ([1-Azetidin-3-yl-4-(phenylcarbonyl)piperazin-2-yl]methanol). The yield is 152.4%. As a reaction SMILES: C1(C(C2C=CC=CC=2)[N:8]2[CH2:11][CH:10]([N:12]3[CH2:17][CH2:16][N:15]([C:18]([C:20]4[CH:25]=[CH:24][CH:23]=[CH:22][CH:21]=4)=[O:19])[CH2:14][CH:13]3[CH2:26][OH:27])[CH2:9]2)C=CC=CC=1.Cl>CCO>[NH:8]1[CH2:11][CH:10]([N:12]2[CH2:17][CH2:16][N:15]([C:18]([C:20]3[CH:25]=[CH:24][CH:23]=[CH:22][CH:21]=3)=[O:19])[CH2:14][CH:13]2[CH2:26][OH:27])[CH2:9]1. Reported procedure: Compound 37e (450 mg, 1.02 mmol) was added to a 500 mL-Parr hydrogenation bottle and dissolved in absolute EtOH (6 mL). A 12N conc. HCl solution (95 pt, 1.14 mmol) was added and the bottle was purged with N2. 10% Pd/C (264 mg) was added and the mixture was shaken under 60 psi of H2 for 14 h. An additional amount of 10% Pd/C (430 mg) was added and the mixture was returned to 60 psi of H2 and shaken 5 h more. The mixture was filtered through a pad of diatomaceous earth, and the solids were rinsed ... Reactants: COC1CC=2C(NC(C2CC1OC)=N)=N (5,6-dimethoxy-4,5,6,7-tetrahydro-1,3-diiminoisoindoline), 2,4-diiminothiazoline hydrochloride, Cl.C1(=CC=CC=C1)CCCNC=1SCC(N1)=N (2-(3-phenylpropylamino)-4-imino-2-thiazoline hydrochloride), N=C1NC(C=2CCCCC12)=N (4,5,6,7-tetrahydro-1,3-diiminoisoindoline). Product: N=C1NC(C=2CC(C(CC12)OC)OC)=C1C(N=C(S1)NCCCC1=CC=CC=C1)=N (1-imino-5,6-dimethoxy-4,5,6,7-tetrahydro-3-[2-(3-phenylpropylamino)-4-imino-2-thiazolin-5-ylidene]isoindoline). Reaction SMILES: [CH3:1][O:2][CH:3]1[CH:11]([O:12][CH3:13])[CH2:10][C:9]2[C:8](=[NH:14])[NH:7][C:6](=N)[C:5]=2[CH2:4]1.Cl.[C:17]1([CH2:23][CH2:24][CH2:25][NH:26][C:27]2[S:28][CH2:29][C:30](=[NH:32])[N:31]=2)[CH:22]=[CH:21][CH:20]=[CH:19][CH:18]=1.N=C1C2CCCCC=2C(=N)N1>>[NH:14]=[C:8]1[C:9]2[CH2:10][CH:11]([O:12][CH3:13])[CH:3]([O:2][CH3:1])[CH2:4][C:5]=2[C:6](=[C:29]2[S:28][C:27]([NH:26][CH2:25][CH2:24][CH2:23][C:17]3[CH:22]=[CH:21][CH:20]=[CH:19][CH:18]=3)=[N:31][C:30]2=[NH:32])[NH:7]1 |f:1.2|. Procedure details: When equivalent amounts of 5,6-dimethoxy-4,5,6,7-tetrahydro-1,3-diiminoisoindoline and 2-(3-phenylpropylamino)-4-imino-2-thiazoline hydrochloride are substituted for the 4,5,6,7-tetrahydro-1,3-diiminoisoindoline and 2,4-diiminothiazoline hydrochloride respectively, in the procedure described in Example 10, part A above, there is obtained as the product 1-imino-5,6-dimethoxy-4,5,6,7-tetrahydro-3-[2-(3-phenylpropylamino)-4-imino-2-thiazolin-5-ylidene]isoindoline. The reactants are ClCCl, Cl, COc1nnccc1CN1CCC(C(=O)Cc2ccccc2F)CC1, [Na+], [OH-]. Product: O=C(Cc1ccccc1F)C1CCN(Cc2ccn[nH]c2=O)CC1. RXN SMILES: [Cl:28][CH2:29][Cl:30].[ClH:31].[F:1][c:2]1[c:3]([CH2:8][C:9](=[O:10])[CH:11]2[CH2:12][CH2:13][N:14]([CH2:17][c:18]3[c:19]([O:24][CH3:25])[n:20][n:21][cH:22][cH:23]3)[CH2:15][CH2:16]2)[cH:4][cH:5][cH:6][cH:7]1.[Na+:27].[OH-:26]>>[F:1][c:2]1[c:3]([CH2:8][C:9](=[O:10])[CH:11]2[CH2:12][CH2:13][N:14]([CH2:17][c:18]3[c:19](=[O:24])[nH:20][n:21][cH:22][cH:23]3)[CH2:15][CH2:16]2)[cH:4][cH:5][cH:6][cH:7]1.